The task is: describe an organic reaction: reactants, conditions, products, and yield. This data is from the Open Reaction Database (ORD), a public repository of structured organic reaction records. Starting materials: C(CCC)N1C(C=C(C=C1)C=CC(=O)OCC)=O (Ethyl β-(N-n-butyl-2-oxo-4-pyridyl)acrylate), [H][H] (hydrogen). Reagents/catalysts: [Pd] (palladium on charcoal). Solvent: C(C)O (ethanol). Yields the product C(CCC)N1C(C=C(C=C1)CCC(=O)OCC)=O (ethyl β-(N-n-butyl-2-oxo-4-pyridyl)propionate). The yield is 97.0%. As a reaction SMILES: [CH2:1]([N:5]1[CH:10]=[CH:9][C:8]([CH:11]=[CH:12][C:13]([O:15][CH2:16][CH3:17])=[O:14])=[CH:7][C:6]1=[O:18])[CH2:2][CH2:3][CH3:4].[H][H]>C(O)C.[Pd]>[CH2:1]([N:5]1[CH:10]=[CH:9][C:8]([CH2:11][CH2:12][C:13]([O:15][CH2:16][CH3:17])=[O:14])=[CH:7][C:6]1=[O:18])[CH2:2][CH2:3][CH3:4]. Procedure: Ethyl β-(N-n-butyl-2-oxo-4-pyridyl)acrylate (59.50 g) in ethanol (150 ml) was hydrogenated over 5% palladium on charcoal (0.45 g) at 315 KPa (45 psi), with gentle warming. When the theoretical uptake of hydrogen had been exceeded the reaction mixture was filtered and the filtrate evaporated under reduced pressure to afford an oil. This oil was washed with petroleum ether (40°-60°) to yield ethyl β-(N-n-butyl-2-oxo-4-pyridyl)propionate (58.19 g). Procedure details: To a solution of 2-(o-toluidino)-5-(4-(4-(tert-butoxycarbonyl)piperazin-1-yl)phenyl)oxazole-4-carboxylic acid (0.038, 0.08 mmol) in DCM (0.8 ml) and DMF (0.6 ml) was added hydroxybenzotriazole monohydrate (0.016 g, 0.10 mmol), 1-[3-(dimethylamino)propyl]-3-ethylcarbodiimide hydrochloride (0.024 g, 0.13 mmol) and 0.5M ammonia in dioxane (0.8 ml, 0.4 mmol) and the resultant mixture stirred overnight at room temperature. A further portion each of hydroxybenzotriazole monohydrate (0.016 g, 0.10 mmol... RXN SMILES: [C:1]1([CH3:35])[C:2]([NH:7][C:8]2[O:9][C:10]([C:16]3[CH:21]=[CH:20][C:19]([N:22]4[CH2:27][CH2:26][N:25]([C:28]([O:30][C:31]([CH3:34])([CH3:33])[CH3:32])=[O:29])[CH2:24][CH2:23]4)=[CH:18][CH:17]=3)=[C:11]([C:13](O)=[O:14])[N:12]=2)=[CH:3][CH:4]=[CH:5][CH:6]=1.O.OC1C2N=N[NH:43]C=2C=CC=1.Cl.CN(C)CCCN=C=NCC.N.O1CCOCC1>C(Cl)Cl.CN(C=O)C>[C:1]1([CH3:35])[C:2]([NH:7][C:8]2[O:9][C:10]([C:16]3[CH:17]=[CH:18][C:19]([N:22]4[CH2:23][CH2:24][N:25]([C:28]([O:30][C:31]([CH3:32])([CH3:33])[CH3:34])=[O:29])[CH2:26][CH2:27]4)=[CH:20][CH:21]=3)=[C:11]([C:13](=[O:14])[NH2:43])[N:12]=2)=[CH:3][CH:4]=[CH:5][CH:6]=1 |f:1.2,3.4|. Reaction conditions: time 8 hour. The product is C=1(C(=CC=CC1)NC=1OC(=C(N1)C(N)=O)C1=CC=C(C=C1)N1CCN(CC1)C(=O)OC(C)(C)C)C (tert-butyl 4-(4-(2-(o-toluidino)-4-carbamoyloxazol-5-yl)phenyl)piperazine-1-carboxylate). Starting materials: C=1(C(=CC=CC1)NC=1OC(=C(N1)C(=O)O)C1=CC=C(C=C1)N1CCN(CC1)C(=O)OC(C)(C)C)C (2-(o-toluidino)-5-(4-(4-(tert-butoxycarbonyl)piperazin-1-yl)phenyl)oxazole-4-carboxylic acid), O.OC1=CC=CC=2NN=NC21 (hydroxybenzotriazole monohydrate), Cl.CN(CCCN=C=NCC)C (1-[3-(dimethylamino)propyl]-3-ethylcarbodiimide hydrochloride), N (ammonia), O1CCOCC1 (dioxane), resultant mixture, O.OC1=CC=CC=2NN=NC21 (hydroxybenzotriazole monohydrate), Cl.CN(CCCN=C=NCC)C (1-[3-(dimethylamino)propyl]-3-ethylcarbodiimide hydrochloride), N (ammonia), O1CCOCC1 (dioxane), O.OC1=CC=CC=2NN=NC21 (hydroxybenzotriazole monohydrate), Cl.CN(CCCN=C=NCC)C (1-[3-(dimethylamino)propyl]-3-ethylcarbodiimide hydrochloride), N (ammonia), O1CCOCC1 (dioxane), resultant mixture. The yield is 31.3%. Run in C(Cl)Cl (DCM), CN(C)C=O (DMF). Starting materials: CC(C)Oc1ccc(-c2nc(-c3cccc4c3CCN(C(=O)OC(C)(C)C)C4)no2)cc1C#N, CO, Cl, C1COCCO1. The product is CC(C)Oc1ccc(-c2nc(-c3cccc4c3CCNC4)no2)cc1C#N. As a reaction SMILES: [C:1](#[N:2])[c:3]1[cH:4][c:5](-[c:13]2[n:14][c:15](-[c:18]3[c:19]4[c:24]([cH:25][cH:26][cH:27]3)[CH2:23][N:22]([C:28]([O:29][C:30]([CH3:31])([CH3:32])[CH3:33])=[O:34])[CH2:21][CH2:20]4)[n:16][o:17]2)[cH:6][cH:7][c:8]1[O:9][CH:10]([CH3:11])[CH3:12].[CH3:42][OH:43].[ClH:35].[O:36]1[CH2:37][CH2:38][O:39][CH2:40][CH2:41]1>>[C:1](#[N:2])[c:3]1[cH:4][c:5](-[c:13]2[n:14][c:15](-[c:18]3[c:19]4[c:24]([cH:25][cH:26][cH:27]3)[CH2:23][NH:22][CH2:21][CH2:20]4)[n:16][o:17]2)[cH:6][cH:7][c:8]1[O:9][CH:10]([CH3:11])[CH3:12]. Reactants: CCOC(=O)CN1CCN(C2c3ccccc3CCc3ccccc32)CC1, CCO, Cl, [Na+], [OH-], O. Product: O=C(O)CN1CCN(C2c3ccccc3CCc3ccccc32)CC1. RXN SMILES: [CH2:1]([CH3:2])[O:3][C:4]([CH2:5][N:6]1[CH2:7][CH2:8][N:9]([CH:12]2[c:13]3[c:14]([cH:23][cH:24][cH:25][cH:26]3)[CH2:15][CH2:16][c:17]3[c:18]2[cH:19][cH:20][cH:21][cH:22]3)[CH2:10][CH2:11]1)=[O:27].[CH3:32][CH2:33][OH:34].[ClH:31].[Na+:29].[OH-:28].[OH2:30]>>[O:3]=[C:4]([CH2:5][N:6]1[CH2:7][CH2:8][N:9]([CH:12]2[c:13]3[c:14]([cH:23][cH:24][cH:25][cH:26]3)[CH2:15][CH2:16][c:17]3[c:18]2[cH:19][cH:20][cH:21][cH:22]3)[CH2:10][CH2:11]1)[OH:27].